Dataset: the Open Reaction Database (ORD), a public repository of structured organic reaction records. Task: describe an organic reaction: reactants, conditions, products, and yield Starting materials: COC1=C(C=CC=C1)B(O)O (2-methoxyphenylboronic acid), N1(C=NC=C1)CC=1C=CC(=NC1)Br (5-Imidazol-1-ylmethyl-2-bromopyridine). Product: N1(C=NC=C1)CC=1C=CC(=NC1)C1=C(C=CC=C1)OC (5-Imidazol-1-ylmethyl-2-(2-methoxy-phenyl)pyridine). As a reaction SMILES: [CH3:1][O:2][C:3]1[CH:8]=[CH:7][CH:6]=[CH:5][C:4]=1B(O)O.[N:12]1([CH2:17][C:18]2[CH:19]=[CH:20][C:21](Br)=[N:22][CH:23]=2)[CH:16]=[CH:15][N:14]=[CH:13]1>>[N:12]1([CH2:17][C:18]2[CH:19]=[CH:20][C:21]([C:4]3[CH:5]=[CH:6][CH:7]=[CH:8][C:3]=3[O:2][CH3:1])=[N:22][CH:23]=2)[CH:16]=[CH:15][N:14]=[CH:13]1. Procedure details: Synthesized using 2-methoxyphenylboronic acid (190 mg, 1.68 mmol) and 1a (200 mg, 0.84 mmol) according to Method C. Yellow solid. Yield: 210 mg, 0.79 mmol, 94%. 1H NMR (CDCl3, 500 MHz): δH (ppm)=3.85 (s, 3H), 5.17 (s, 2H), 6.95 (brs, 1H), 7.00 (dd, J=8.5, 0.6 Hz, 1H), 7.08 (dt, J=7.6, 1.1 Hz, 1H), 7.12 (s, 1H), 7.38 (ddd, J=8.5, 7.6, 1.9 Hz, 1H), 7.44 (dd, J=8.5, 2.2 Hz, 1H), 7.60 (s, 1H), 7.77 (dd, J=7.6, 1.9 Hz, 1H), 7.83 (d, J=8.2 Hz, 1H), 8.60 (d, J=1.6 Hz, 1H); 13C NMR (CDCl3, 125 MHz): δC ... Starting materials: CN1N=CC=C1C=CC1=CC=CC=C1 (1-methyl-5-(2-phenylethenyl)-1H-pyrazole). Reagents/catalysts: [C].[Pd] (Palladium carbon). Solvent: C(C)O (ethanol). Conditions: time 14 hour. The product is CN1N=CC=C1CCC1=CC=CC=C1 (1-Methyl-5-(2-phenylethyl)-1H-pyrazole). The yield is 102.2%. RXN SMILES: [CH3:1][N:2]1[C:6]([CH:7]=[CH:8][C:9]2[CH:14]=[CH:13][CH:12]=[CH:11][CH:10]=2)=[CH:5][CH:4]=[N:3]1>[C].[Pd].C(O)C>[CH3:1][N:2]1[C:6]([CH2:7][CH2:8][C:9]2[CH:14]=[CH:13][CH:12]=[CH:11][CH:10]=2)=[CH:5][CH:4]=[N:3]1 |f:1.2|. Procedure: 10% Palladium carbon (30 mg) was added to an ethanol (3.0 mL) solution of 1-methyl-5-(2-phenylethenyl)-1H-pyrazole (300 mg), and the obtained solution was then stirred under a hydrogen atmosphere at a room temperature for 14 hours. Thereafter, the reaction solution was filtrated with Celite, and the filtrate was then concentrated under a reduced pressure, so as to obtain the title compound (310 mg) in the form of a colorless oily substance. Reactants: ClC1=CC=2C3=C(N(C2C=C1)CC(=O)O)CCN(C3)C (2-(8-chloro-1,2,3,4-tetrahydro-2-methylpyrido[4,3-b]indol-5-yl)acetic acid), C(C(=O)Cl)(=O)Cl (oxalyl chloride), C(C)(=O)N1CCNCC1 (acetyl piperazine). Reagents/catalysts: CN(C)C=1C=CN=CC1 (DMAP). The solvent is ClCCl (dichloromethane). Conditions: time 3 hour. Product: C(C)(=O)N1CCN(CC1)C(CN1C2=C(C=3C=C(C=CC13)Cl)CN(CC2)C)=O (1-(4-Acetyl-piperazin-1-yl)-2-(8-chloro-2-methyl-1,2,3,4-tetrahydro-pyrido[4,3-b]indol-5-yl)-ethanone). Isolated yield 12.0%. RXN SMILES: [Cl:1][C:2]1[CH:10]=[CH:9][C:8]2[N:7]([CH2:11][C:12]([OH:14])=O)[C:6]3[CH2:15][CH2:16][N:17]([CH3:19])[CH2:18][C:5]=3[C:4]=2[CH:3]=1.C(Cl)(=O)C(Cl)=O.[C:26]([N:29]1[CH2:34][CH2:33][NH:32][CH2:31][CH2:30]1)(=[O:28])[CH3:27]>ClCCl.CN(C1C=CN=CC=1)C>[C:26]([N:29]1[CH2:34][CH2:33][N:32]([C:12](=[O:14])[CH2:11][N:7]2[C:8]3[CH:9]=[CH:10][C:2]([Cl:1])=[CH:3][C:4]=3[C:5]3[CH2:18][N:17]([CH3:19])[CH2:16][CH2:15][C:6]2=3)[CH2:31][CH2:30]1)(=[O:28])[CH3:27]. Reported procedure: A mixture of 2-(8-chloro-1,2,3,4-tetrahydro-2-methylpyrido[4,3-b]indol-5-yl)acetic acid (125 mg, 0.45 mmol) and oxalyl chloride (2 ml) in dichloromethane (6.0 ml) was stirred at 25 deg C. for 3 h. The reaction mixture was concentrated to dryness. The resulting crude was dissolved in dichloromethane (6.0 ml) and DMAP (64 mg, 0.52 mmol) was added followed by addition of acetyl piperazine (56 mg, 0.43 mmol). The resulting mixture was stirred at 25 deg C. for 14 h. The solvent was removed in vacuo a...